Dataset: the Open Reaction Database (ORD), a public repository of structured organic reaction records. Task: describe an organic reaction: reactants, conditions, products, and yield The product is CC(=O)Nc1nc2ccc(Oc3cccc(NC(=O)c4ccc(Cl)c(C(C)(C)C#N)c4)c3)cc2s1. Reactants: CN(C)C=O, CC(C)(C#N)c1cc(C(=O)O)ccc1Cl, O=C(Cl)C(=O)Cl, CC(=O)Nc1nc2ccc(Oc3cccc(N)c3)cc2s1, C1CCOC1. Reaction SMILES: [CH3:48][N:49]([CH3:50])[CH:51]=[O:52].[Cl:22][c:23]1[c:24]([C:32]([CH3:33])([CH3:34])[C:35]#[N:36])[cH:25][c:26]([C:27](=[O:28])[OH:29])[cH:30][cH:31]1.[Cl:42][C:43]([C:44]([Cl:45])=[O:46])=[O:47].[NH2:1][c:2]1[cH:3][c:4]([O:5][c:6]2[cH:7][c:8]3[c:9]([n:10][c:11]([NH:13][C:14]([CH3:15])=[O:16])[s:12]3)[cH:17][cH:18]2)[cH:19][cH:20][cH:21]1.[O:37]1[CH2:38][CH2:39][CH2:40][CH2:41]1>>[NH:1]([c:2]1[cH:3][c:4]([O:5][c:6]2[cH:7][c:8]3[c:9]([n:10][c:11]([NH:13][C:14]([CH3:15])=[O:16])[s:12]3)[cH:17][cH:18]2)[cH:19][cH:20][cH:21]1)[C:27]([c:26]1[cH:25][c:24]([C:32]([CH3:33])([CH3:34])[C:35]#[N:36])[c:23]([Cl:22])[cH:31][cH:30]1)=[O:28]. Reactants: CC(=O)OC1CC(C)CCC1C(=O)O, COC(=O)c1sc(-c2ccccc2)cc1NC(C)C, CCOC(C)=O, [Cl-], ClCCCl, [Na+], O=C([O-])O, c1ccc(P(c2ccccc2)c2ccccc2)cc1. Yields the product COC(=O)c1sc(-c2ccccc2)cc1N(C(=O)C1CCC(C)CC1OC(C)=O)C(C)C. Reaction SMILES: [C:21]([CH3:22])(=[O:23])[O:24][CH:25]1[CH:26]([C:32](=[O:33])[OH:34])[CH2:27][CH2:28][CH:29]([CH3:31])[CH2:30]1.[CH3:1][O:2][C:3](=[O:4])[c:5]1[s:6][c:7](-[c:14]2[cH:15][cH:16][cH:17][cH:18][cH:19]2)[cH:8][c:9]1[NH:10][CH:11]([CH3:12])[CH3:13].[CH3:63][CH2:64][O:65][C:66](=[O:67])[CH3:68].[Cl-:20].[Cl:59][CH2:60][CH2:61][Cl:62].[Na+:58].[O-:54][C:55]([OH:56])=[O:57].[c:35]1([P:36]([c:37]2[cH:38][cH:39][cH:40][cH:41][cH:42]2)[c:43]2[cH:44][cH:45][cH:46][cH:47][cH:48]2)[cH:49][cH:50][cH:51][cH:52][cH:53]1>>[CH3:1][O:2][C:3](=[O:4])[c:5]1[s:6][c:7](-[c:14]2[cH:15][cH:16][cH:17][cH:18][cH:19]2)[cH:8][c:9]1[N:10]([CH:11]([CH3:12])[CH3:13])[C:32]([CH:26]1[CH:25]([O:24][C:21]([CH3:22])=[O:23])[CH2:30][CH:29]([CH3:31])[CH2:28][CH2:27]1)=[O:33]. Reactants: C(C)(C)(C)OC(=O)N1C=C(C=2C1=NC=C(C2)Br)C(C2=CC=C(C=C2)OC)=O (5-Bromo-3-(4-methoxy-benzoyl)-pyrrolo[2,3-b]pyridine-1-carboxylic acid tert-butyl ester), O1CCCC1 (tetrahydrofuran), S1C(=CC=C1)B(O)O (thiophene-2-boronic acid), C([O-])([O-])=O.[K+].[K+] (potassium carbonate). Reagents/catalysts: C=1C=CC(=CC1)[P](C=2C=CC=CC2)(C=3C=CC=CC3)[Pd]([P](C=4C=CC=CC4)(C=5C=CC=CC5)C=6C=CC=CC6)([P](C=7C=CC=CC7)(C=8C=CC=CC8)C=9C=CC=CC9)[P](C=1C=CC=CC1)(C=1C=CC=CC1)C=1C=CC=CC1 (tetrakis(triphenylphosphine)palladium(0)). Solvent: O (water), O (water). Yields the product C(C)(C)(C)OC(=O)N1C=C(C=2C1=NC=C(C2)C=2SC=CC2)C(C2=CC=C(C=C2)OC)=O (3-(4-Methoxy-benzoyl)-5-thiophen-2-yl-pyrrolo[2,3-b]pyridine-1-carboxylic acid tert-butyl ester). Isolated yield 100.1%. Reaction SMILES: [C:1]([O:5][C:6]([N:8]1[C:12]2=[N:13][CH:14]=[C:15](Br)[CH:16]=[C:11]2[C:10]([C:18](=[O:27])[C:19]2[CH:24]=[CH:23][C:22]([O:25][CH3:26])=[CH:21][CH:20]=2)=[CH:9]1)=[O:7])([CH3:4])([CH3:3])[CH3:2].[S:28]1[CH:32]=[CH:31][CH:30]=[C:29]1B(O)O.C(=O)([O-])[O-].[K+].[K+].O1CCCC1>C1C=CC([P]([Pd]([P](C2C=CC=CC=2)(C2C=CC=CC=2)C2C=CC=CC=2)([P](C2C=CC=CC=2)(C2C=CC=CC=2)C2C=CC=CC=2)[P](C2C=CC=CC=2)(C2C=CC=CC=2)C2C=CC=CC=2)(C2C=CC=CC=2)C2C=CC=CC=2)=CC=1.O>[C:1]([O:5][C:6]([N:8]1[C:12]2=[N:13][CH:14]=[C:15]([C:29]3[S:28][CH:32]=[CH:31][CH:30]=3)[CH:16]=[C:11]2[C:10]([C:18](=[O:27])[C:19]2[CH:24]=[CH:23][C:22]([O:25][CH3:26])=[CH:21][CH:20]=2)=[CH:9]1)=[O:7])([CH3:4])([CH3:3])[CH3:2] |f:2.3.4,^1:50,52,71,90|. Procedure details: 5-Bromo-3-(4-methoxy-benzoyl)-pyrrolo[2,3-b]pyridine-1-carboxylic acid tert-butyl ester (117, 100.0 mg, 0.23 mmol), thiophene-2-boronic acid (59 mg, 0.46 mmol), tetrakis(triphenylphosphine)palladium(0) (20.0 mg, 0.017 mmol), potassium carbonate (80 mg, 0.58 mmol), tetrahydrofuran (15.0 mL) and water (5.0 mL) were combined under an atmosphere of nitrogen. The reaction mixture was refluxed overnight, then poured into water and extracted with ethyl acetate. The organic layer was washed with brine, ... Reactants: C1(=CCCC1)O (cyclopentenol), C(C)(OCC)(OCC)OCC (triethyl orthoacetate), Example 1, C(C)(OCC)(OCC)OCC (triethyl orthoacetate). Reagents/catalysts: C(C(C)(C)C)(=O)O (pivalic acid). The product is C(CCCC)C=1[C@H](CCC1)CC(=O)OCC ((+)-ethyl (1 R)-2-pentyl-2-cyclopentene-1-acetate). Isolated yield 73.0%. RXN SMILES: [C:1]1(O)[CH2:5][CH2:4][CH2:3][CH:2]=1.[C:7]([O:15]CC)([O:12][CH2:13][CH3:14])(OCC)[CH3:8]>C(O)(=O)C(C)(C)C>[CH2:3]([C:1]1[C@@H:5]([CH2:8][C:7]([O:12][CH2:13][CH3:14])=[O:15])[CH2:4][CH2:3][CH:2]=1)[CH2:2][CH2:1][CH2:5][CH3:4]. Procedure details: A mixture of the cyclopentenol obtained according to Example 1 (5 g, 32.5 mmol) with triethyl orthoacetate (47.2 ml=42.1 g, 260 mmole, 8 eq.) was heated to 145° (temp. of oil bath 160°) under a nitrogen current in a reactor which was equipped with a Vigreux column and a condenser, while adding continuously, over 4 h, pivalic acid (232 mg, 2.28 mmole, 7 mol %) in triethyl orthoacetate (5.9 ml=5.26 g, 32.5 mmole, 1 eq.). During the reaction, the formed ethanol, as well as the ethyl acetate and a l... The product is CC(C)(C)OC(=O)NC(CO)c1cccc(C(F)F)c1. Reaction SMILES: [BH4-:3].[C:5]([CH3:6])([CH3:7])([CH3:8])[O:9][C:10](=[O:11])[NH:12][CH:13]([C:14](=[O:15])[O:16][CH2:17][CH3:18])[c:19]1[cH:20][c:21]([CH:25]([F:26])[F:27])[cH:22][cH:23][cH:24]1.[CH3:29][CH2:30][OH:31].[Cl-:2].[ClH:28].[Li+:1].[Na+:4].[O:32]1[CH2:33][CH2:34][CH2:35][CH2:36]1>>[C:5]([CH3:6])([CH3:7])([CH3:8])[O:9][C:10](=[O:11])[NH:12][CH:13]([CH2:14][OH:15])[c:19]1[cH:20][c:21]([CH:25]([F:26])[F:27])[cH:22][cH:23][cH:24]1. Starting materials: [BH4-], CCOC(=O)C(NC(=O)OC(C)(C)C)c1cccc(C(F)F)c1, CCO, [Cl-], Cl, [Li+], [Na+], C1CCOC1. Reactants: [H-].[Al+3].[Li+].[H-].[H-].[H-] (Lithium aluminum hydride), FC(CCOC1=CC(=C(C=C1)C1=C(C(=CC=C1)C(=O)OC)C)C)(C)C (methyl 4′-(3-fluoro-3-methylbutoxy)-2,2′-dimethylbiphenyl-3-carboxylate). Solvent: C1CCOC1 (THF). Reaction conditions: time 1 hour. The product is FC(CCOC1=CC(=C(C=C1)C1=C(C(=CC=C1)CO)C)C)(C)C ([4′-(3-fluoro-3-methylbutoxy)-2,2′-dimethylbiphenyl-3-yl]methanol). RXN SMILES: [H-].[Al+3].[Li+].[H-].[H-].[H-].[F:7][C:8]([CH3:31])([CH3:30])[CH2:9][CH2:10][O:11][C:12]1[CH:17]=[CH:16][C:15]([C:18]2[CH:23]=[CH:22][CH:21]=[C:20]([C:24](OC)=[O:25])[C:19]=2[CH3:28])=[C:14]([CH3:29])[CH:13]=1>C1COCC1>[F:7][C:8]([CH3:31])([CH3:30])[CH2:9][CH2:10][O:11][C:12]1[CH:17]=[CH:16][C:15]([C:18]2[CH:23]=[CH:22][CH:21]=[C:20]([CH2:24][OH:25])[C:19]=2[CH3:28])=[C:14]([CH3:29])[CH:13]=1 |f:0.1.2.3.4.5|. Procedure: In an atmosphere of nitrogen, a mixture of 1-bromo-4-(3-fluoro-3-methylbutoxy)-2-methylbenzene, methyl 2-methyl-3-(4,4,5,5-tetramethyl-1,3,2-dioxaborolan-2-yl)benzoate, palladium acetate, dicyclohexyl(2′,6′-dimethoxybiphenyl-2-yl)phosphine, tripotassium phosphate, toluene and water was stirred at 80° C. for 12 hours to obtain methyl 4′-(3-fluoro-3-methylbutoxy)-2,2′-dimethylbiphenyl-3-carboxylate. Lithium aluminum hydride was added to a THF solution of the resulting methyl 4′-(3-fluoro-3-methylb... The reactants are C(C)(C)(C)O[C@H](C(=O)OCC)C1=C(C2=CC=C(C=C2C(=C1C)F)Cl)O ((S)-ethyl 2-tert-butoxy-2-(6-chloro-4-fluoro-1-hydroxy-3-methylnaphthalen-2-yl)acetate), C([O-])(O)=O.[Na+] (sodium bicarbonate), CN(C)C=O (DMF). Reagents/catalysts: [C-]#N.[Zn+2].[C-]#N (zinc(II) cyanide), CC(C)C1=CC(=C(C(=C1)C(C)C)C2=CC=CC=C2P(C3CCCCC3)C4CCCCC4)C(C)C.C1=CC=C([C-]=C1)CCN.Cl[Pd+] (XPhos Palladacycle). Run in O (water). Run at temperature 100 celsius. Yields the product C(C)(C)(C)O[C@H](C(=O)OCC)C1=C(C2=CC=C(C=C2C(=C1C)F)C#N)O ((S)-ethyl 2-tert-butoxy-2-(6-cyano-4-fluoro-1-hydroxy-3-methylnaphthalen-2-yl)acetate). As a reaction SMILES: [C:1]([O:5][C@@H:6]([C:12]1[C:21]([CH3:22])=[C:20]([F:23])[C:19]2[C:14](=[CH:15][CH:16]=[C:17](Cl)[CH:18]=2)[C:13]=1[OH:25])[C:7]([O:9][CH2:10][CH3:11])=[O:8])([CH3:4])([CH3:3])[CH3:2].C(=O)(O)[O-].[Na+].[CH3:31][N:32](C=O)C>O.[C-]#N.[Zn+2].[C-]#N.CC(C1C=C(C(C)C)C(C2C(P(C3CCCCC3)C3CCCCC3)=CC=CC=2)=C(C(C)C)C=1)C.C1C=[C-]C(CCN)=CC=1.Cl[Pd+]>[C:1]([O:5][C@@H:6]([C:12]1[C:21]([CH3:22])=[C:20]([F:23])[C:19]2[C:14](=[CH:15][CH:16]=[C:17]([C:31]#[N:32])[CH:18]=2)[C:13]=1[OH:25])[C:7]([O:9][CH2:10][CH3:11])=[O:8])([CH3:4])([CH3:3])[CH3:2] |f:1.2,5.6.7,8.9.10|. Reported procedure: A mixture of (S)-ethyl 2-tert-butoxy-2-(6-chloro-4-fluoro-1-hydroxy-3-methylnaphthalen-2-yl)acetate (0.2186 g, 0.593 mmol), zinc(II) cyanide (0.0695 g, 0.593 mmol), XPhos Palladacycle (0.044 g, 0.0593 mmol) and sodium bicarbonate (0.005 g, 0.0593 mmol) in anhydrous DMF (3.0 mL) was heated in a microwave at 100° C. for 1 hour. The reaction mixture was diluted with water and extracted with ethyl acetate (2×). The Combined organic layer was washed with 5% lithium chloride solution, brine, dried (Mg...